Dataset: the Open Reaction Database (ORD), a public repository of structured organic reaction records. Task: describe an organic reaction: reactants, conditions, products, and yield Reactants: C(#N)C1=C(C=C(C(=C1)OC)OCC1=CC=C(C=C1)S(=O)(=NC(=O)OCC)C)N=CN(C)C (N′-(2-cyano-5-{4-[(RS)-N-(ethoxycarbonyl)-S-methylsulphonimidoyl]benzyloxy}-4-methoxyphenyl)-N,N-dimethylformimidamide), NC=1C=NC=CC1 (3-aminopyridine), ClCCl.CO (dichloromethane methanol), →. Solvent: CO (methanol). Product: C(C)OC(=O)N=S(=O)(C1=CC=C(C=C1)COC1=C(C=C2C(=NC=NC2=C1)NC=1C=NC=CC1)OC)C ((RS)-N-(Ethoxycarbonyl)-S-methyl-S-[4-({[6-methoxy-4-(3-pyridylamino)-quinazolin-7-yl]oxy}methyl)phenyl]sulphoximide). Isolated yield 42.0%. Reaction SMILES: [C:1]([C:3]1[CH:8]=[C:7]([O:9][CH3:10])[C:6]([O:11][CH2:12][C:13]2[CH:18]=[CH:17][C:16]([S:19]([CH3:27])(=[N:21][C:22]([O:24][CH2:25][CH3:26])=[O:23])=[O:20])=[CH:15][CH:14]=2)=[CH:5][C:4]=1[N:28]=[CH:29]N(C)C)#[N:2].[NH2:33][C:34]1[CH:35]=[N:36][CH:37]=[CH:38][CH:39]=1.ClCCl.CO>CO>[CH2:25]([O:24][C:22]([N:21]=[S:19]([CH3:27])([C:16]1[CH:17]=[CH:18][C:13]([CH2:12][O:11][C:6]2[CH:5]=[C:4]3[C:3]([C:1]([NH:33][C:34]4[CH:35]=[N:36][CH:37]=[CH:38][CH:39]=4)=[N:2][CH:29]=[N:28]3)=[CH:8][C:7]=2[O:9][CH3:10])=[CH:14][CH:15]=1)=[O:20])=[O:23])[CH3:26] |f:2.3|. Procedure: According to GWP 5, the reaction of N′-(2-cyano-5-{4-[(RS)-N-(ethoxycarbonyl)-S-methylsulphonimidoyl]benzyloxy}-4-methoxyphenyl)-N,N-dimethylformimidamide (85 mg, 0.19 mmol) with 3-aminopyridine (21 mg, 0.22 mmol) and chromatographic purification (silica gel, dichloromethane/methanol: 0→30% methanol) gives the desired product in 42% yield (39 mg). Reaction SMILES: [CH3:23][C:24]#[N:25].[Cl:1][CH2:2][C:3](=[O:4])[N:5]1[CH:6]([C:13]#[N:14])[CH2:7][CH2:8][CH:9]1[C:10]#[C:11][CH3:12].[NH2:15][C:16]1([CH2:21][OH:22])[CH2:17][CH2:18][CH2:19][CH2:20]1>>[CH2:2]([C:3](=[O:4])[N:5]1[CH:6]([C:13]#[N:14])[CH2:7][CH2:8][CH:9]1[C:10]#[C:11][CH3:12])[NH:15][C:16]1([CH2:21][OH:22])[CH2:17][CH2:18][CH2:19][CH2:20]1. The product is CC#CC1CCC(C#N)N1C(=O)CNC1(CO)CCCC1. The reactants are CC#N, CC#CC1CCC(C#N)N1C(=O)CCl, NC1(CO)CCCC1. The reactants are N(C(=N)N)C=1SC=C(N1)CCCCC(OC)=N (methyl 5-(2-guanidinothiazol-4-yl)pentanoimidate), N#CN (cyanamide). Run in CO (methanol). Run at time 1.5 hour. The product is C(#N)NC(CCCCC=1N=C(SC1)NC(=N)N)=N (N-cyano-5-(2-guanidinothiazol-4-yl)pentanoamidine). Isolated yield 73.1%. RXN SMILES: [NH:1]([C:5]1[S:6][CH:7]=[C:8]([CH2:10][CH2:11][CH2:12][CH2:13][C:14](=[NH:17])OC)[N:9]=1)[C:2]([NH2:4])=[NH:3].[N:18]#[C:19][NH2:20]>CO>[C:19]([NH:20][C:14](=[NH:17])[CH2:13][CH2:12][CH2:11][CH2:10][C:8]1[N:9]=[C:5]([NH:1][C:2]([NH2:4])=[NH:3])[S:6][CH:7]=1)#[N:18]. Procedure: In 10 ml of methanol solution of 2.5 g of methyl 5-(2-guanidinothiazol-4-yl)pentanoimidate was added 0.6 g cyanamide, and the solution was stirred at room temperature for 1.5 hour. The solvent was distilled off, and to the residue was added 10 ml of acetone. The precipitated crystals were filtered off and the product was purified by using dimethylformamide-water. The purified product was dissolved in a mixture of 0.7 ml of acetic acid, 8 ml of ethanol and 16 ml of water, to the solution 11.6 ml ... The reactants are COC(CCC1=CC=C(C=C1)OC[C@H](CC1=CC=CC=C1)OC1=C(C=C(C=C1)C(C(F)(F)F)(C(F)(F)F)OCC1=CC=C(C=C1)OC)C)=O (3-[4-((S)-2-{2-methyl-4-[2,2,2-trifluoro-1-(4-methoxy-benzyloxy)-1-trifluoromethyl-ethyl]-phenoxy}-3-phenyl-propoxy)-phenyl]-propionic acid methyl ester). The reagents and catalysts are [Pd] (Pd/C). Solvent: CCOC(=O)C (EtOAc). The product is COC(CCC1=CC=C(C=C1)OC[C@H](CC1=CC=CC=C1)OC1=C(C=C(C=C1)C(C(F)(F)F)(C(F)(F)F)O)C)=O (3-(4-{(S)-2-[2-methyl-4-(2,2,2-trifluoro-1-hydroxy-1-trifluoromethyl-ethyl)-phenoxy]-3-phenyl-propoxy}-phenyl)-propionic acid methyl ester). The yield is 40.7%. RXN SMILES: [CH3:1][O:2][C:3](=[O:49])[CH2:4][CH2:5][C:6]1[CH:11]=[CH:10][C:9]([O:12][CH2:13][C@@H:14]([O:22][C:23]2[CH:28]=[CH:27][C:26]([C:29]([O:38]CC3C=CC(OC)=CC=3)([C:34]([F:37])([F:36])[F:35])[C:30]([F:33])([F:32])[F:31])=[CH:25][C:24]=2[CH3:48])[CH2:15][C:16]2[CH:21]=[CH:20][CH:19]=[CH:18][CH:17]=2)=[CH:8][CH:7]=1>CCOC(C)=O.[Pd]>[CH3:1][O:2][C:3](=[O:49])[CH2:4][CH2:5][C:6]1[CH:7]=[CH:8][C:9]([O:12][CH2:13][C@@H:14]([O:22][C:23]2[CH:28]=[CH:27][C:26]([C:29]([OH:38])([C:30]([F:33])([F:32])[F:31])[C:34]([F:35])([F:36])[F:37])=[CH:25][C:24]=2[CH3:48])[CH2:15][C:16]2[CH:17]=[CH:18][CH:19]=[CH:20][CH:21]=2)=[CH:10][CH:11]=1. Procedure: 330 mg (0.5 mmol) of 3-[4-((S)-2-{2-methyl-4-[2,2,2-trifluoro-1-(4-methoxy-benzyloxy)-1-trifluoromethyl-ethyl]-phenoxy}-3-phenyl-propoxy)-phenyl]-propionic acid methyl ester in 10 mL of EtOAc were hydrogenated in the presence of 200 mg of 10% Pd/C. After removal of the catalyst and evaporation of the solvent, the residue was purified by column chromatography on silica gel with EtOAc/n-heptane 1:4 to yield 116 mg (42%) of 3-(4-{(S)-2-[2-methyl-4-(2,2,2-trifluoro-1-hydroxy-1-trifluoromethyl-ethyl)... The product is Cl.Cl.NC(N)=NC=1SC=C(N1)C1=CC=C(C=C1)CNC(C)=O (2-(diaminomethyleneamino)-4-(4-acetylaminomethylphenyl)thiazole dihydrochloride). Procedure: 2-(Diaminomethyleneamino)-4-(4-acetylaminomethylphenyl)thiazole was dissolved in a mixture of methanol (100 ml) and conc. hydrochloric acid (2 ml) and the resulting mixture was evaporated in vacuo and the residue was recrystallized from a mixture of methanol and acetone to give 2-(diaminomethyleneamino)-4-(4-acetylaminomethylphenyl)thiazole dihydrochloride (1.96 g). The reactants are NC(N)=NC=1SC=C(N1)C1=CC=C(C=C1)CNC(C)=O (2-(Diaminomethyleneamino)-4-(4-acetylaminomethylphenyl)thiazole), Cl (hydrochloric acid). Solvent: CO (methanol). RXN SMILES: [NH2:1][C:2](=[N:4][C:5]1[S:6][CH:7]=[C:8]([C:10]2[CH:15]=[CH:14][C:13]([CH2:16][NH:17][C:18](=[O:20])[CH3:19])=[CH:12][CH:11]=2)[N:9]=1)[NH2:3].[ClH:21]>CO>[ClH:21].[ClH:21].[NH2:1][C:2](=[N:4][C:5]1[S:6][CH:7]=[C:8]([C:10]2[CH:11]=[CH:12][C:13]([CH2:16][NH:17][C:18](=[O:20])[CH3:19])=[CH:14][CH:15]=2)[N:9]=1)[NH2:3] |f:3.4.5|.